Task: describe an organic reaction: reactants, conditions, products, and yield. Dataset: the Open Reaction Database (ORD), a public repository of structured organic reaction records Reactants: S1C(=NC2=C1C=CC=C2)COC=2C=C(C(=O)NC1=C(OCC(=O)O)C=CC(=C1)CCCS(=O)(=O)C1=CC=C(C=C1)Cl)C=CC2 (2-[3-(2-benzothiazolylmethoxy)benzoylamino]-4-[3-(4-chlorophenylsulfonyl)propyl]phenoxyacetic acid), CS(=O)(=O)N (methanesulfonamide), Cl.C(C)N=C=NCCCN(C)C (1-ethyl-3-(3-dimethylaminopropyl)-carbodiimide hydrochloride). Reagents/catalysts: CN(C1=CC=NC=C1)C (4-dimethylaminopyridine). The solvent is ClCCl (dichloromethane). Conditions: time 3 day. Yields the product S1C(=NC2=C1C=CC=C2)COC=2C=C(C(=O)NC1=C(OCC(=O)NS(=O)(=O)C)C=CC(=C1)CCCS(=O)(=O)C1=CC=C(C=C1)Cl)C=CC2 (2-[2-[3-(2-benzothiazolylmethoxy)benzoylamino]-4-[3-(4-chlorophenylsulfonyl)propyl]phenoxy]-N-(methanesulfonyl)acetamide). The yield is 31.0%. As a reaction SMILES: [S:1]1[C:5]2[CH:6]=[CH:7][CH:8]=[CH:9][C:4]=2[N:3]=[C:2]1[CH2:10][O:11][C:12]1[CH:13]=[C:14]([CH:42]=[CH:43][CH:44]=1)[C:15]([NH:17][C:18]1[CH:28]=[C:27]([CH2:29][CH2:30][CH2:31][S:32]([C:35]2[CH:40]=[CH:39][C:38]([Cl:41])=[CH:37][CH:36]=2)(=[O:34])=[O:33])[CH:26]=[CH:25][C:19]=1[O:20][CH2:21][C:22](O)=[O:23])=[O:16].[CH3:45][S:46]([NH2:49])(=[O:48])=[O:47].Cl.C(N=C=NCCCN(C)C)C>CN(C)C1C=CN=CC=1.ClCCl>[S:1]1[C:5]2[CH:6]=[CH:7][CH:8]=[CH:9][C:4]=2[N:3]=[C:2]1[CH2:10][O:11][C:12]1[CH:13]=[C:14]([CH:42]=[CH:43][CH:44]=1)[C:15]([NH:17][C:18]1[CH:28]=[C:27]([CH2:29][CH2:30][CH2:31][S:32]([C:35]2[CH:36]=[CH:37][C:38]([Cl:41])=[CH:39][CH:40]=2)(=[O:34])=[O:33])[CH:26]=[CH:25][C:19]=1[O:20][CH2:21][C:22]([NH:49][S:46]([CH3:45])(=[O:48])=[O:47])=[O:23])=[O:16] |f:2.3|. Procedure details: A mixture of 2-[3-(2-benzothiazolylmethoxy)benzoylamino]-4-[3-(4-chlorophenylsulfonyl)propyl]phenoxyacetic acid (200 mg, 0.31 mmol), methanesulfonamide (31 mg), 4-dimethylaminopyridine (45 mg), 1-ethyl-3-(3-dimethylaminopropyl)-carbodiimide hydrochloride (125 mg) and dichloromethane (10 ml) was stirred at room temperature for 3 days. The reaction solution was washed with 1 N hydrochloric acid, water and brine in that order, dried over anhydrous sodium sulfate, and then concentrated under reduced... Starting materials: O=C1CCC(=O)N1Br, ClCCl, O=C(O)C(CC1CCCC1)c1ccc(C(F)(F)F)c(F)c1, Nc1nccs1, c1ccc(P(c2ccccc2)c2ccccc2)cc1. Yields the product O=C(Nc1nccs1)C(CC1CCCC1)c1ccc(C(F)(F)F)c(F)c1. RXN SMILES: [Br:20][N:21]1[C:22](=[O:23])[CH2:24][CH2:25][C:26]1=[O:27].[CH2:55]([Cl:56])[Cl:57].[CH:28]1([CH2:33][CH:34]([C:35](=[O:36])[OH:37])[c:38]2[cH:39][c:40]([F:48])[c:41]([C:44]([F:45])([F:46])[F:47])[cH:42][cH:43]2)[CH2:29][CH2:30][CH2:31][CH2:32]1.[NH2:49][c:50]1[s:51][cH:52][cH:53][n:54]1.[c:1]1([P:2]([c:3]2[cH:4][cH:5][cH:6][cH:7][cH:8]2)[c:9]2[cH:10][cH:11][cH:12][cH:13][cH:14]2)[cH:15][cH:16][cH:17][cH:18][cH:19]1>>[CH:28]1([CH2:33][CH:34]([C:35](=[O:37])[NH:49][c:50]2[s:51][cH:52][cH:53][n:54]2)[c:38]2[cH:39][c:40]([F:48])[c:41]([C:44]([F:45])([F:46])[F:47])[cH:42][cH:43]2)[CH2:29][CH2:30][CH2:31][CH2:32]1.